This data is from the Open Reaction Database (ORD), a public repository of structured organic reaction records. The task is: describe an organic reaction: reactants, conditions, products, and yield The reactants are Nc1ccc(S(=O)(=O)c2cc(Br)nc(N3CCCC3)c2)cc1, CCCC[Sn](CCCC)(CCCC)C1=CCCCC1, CN(C)C=O, Cl[Pd]Cl, c1ccc(P(c2ccccc2)c2ccccc2)cc1, c1ccc(P(c2ccccc2)c2ccccc2)cc1. Product: Nc1ccc(S(=O)(=O)c2cc(C3=CCCCC3)nc(N3CCCC3)c2)cc1. As a reaction SMILES: [Br:1][c:2]1[n:3][c:4]([N:18]2[CH2:19][CH2:20][CH2:21][CH2:22]2)[cH:5][c:6]([S:8](=[O:9])(=[O:10])[c:11]2[cH:12][cH:13][c:14]([NH2:17])[cH:15][cH:16]2)[cH:7]1.[CH2:23]([Sn:24]([CH2:25][CH2:26][CH2:27][CH3:34])([C:28]1=[CH:29][CH2:30][CH2:31][CH2:32][CH2:33]1)[CH2:35][CH2:36][CH2:37][CH3:38])[CH2:39][CH2:40][CH3:41].[CH3:42][N:43]([CH3:44])[CH:45]=[O:46].[Pd:47]([Cl:48])[Cl:49].[c:50]1([P:51]([c:52]2[cH:53][cH:54][cH:55][cH:56][cH:57]2)[c:58]2[cH:59][cH:60][cH:61][cH:62][cH:63]2)[cH:64][cH:65][cH:66][cH:67][cH:68]1.[c:69]1([P:70]([c:71]2[cH:72][cH:73][cH:74][cH:75][cH:76]2)[c:77]2[cH:78][cH:79][cH:80][cH:81][cH:82]2)[cH:83][cH:84][cH:85][cH:86][cH:87]1>>[c:2]1([C:28]2=[CH:29][CH2:30][CH2:31][CH2:32][CH2:33]2)[n:3][c:4]([N:18]2[CH2:19][CH2:20][CH2:21][CH2:22]2)[cH:5][c:6]([S:8](=[O:9])(=[O:10])[c:11]2[cH:12][cH:13][c:14]([NH2:17])[cH:15][cH:16]2)[cH:7]1. Reactants: C1(=CC=CC=C1)S(=O)(=O)C1C2C=CC(C(C1)(N2CC2=CC=CC=C2)C2=CC=CC=C2)=O (6-Benzenesulfonyl-8-benzyl-1-phenyl-8-aza-bicyclo[3.2.1]oct-3-en-2-one), C(=O)[O-].[NH4+] (ammonium formate). The reagents and catalysts are [OH-].[Pd+2].[OH-] (palladium hydroxide). Run in CO (methanol). The product is C1(=CC=CC=C1)S(=O)(=O)C1C2CCC(C(C1)(N2CC2=CC=CC=C2)C2=CC=CC=C2)=O (6-Benzenesulfonyl-8-benzyl-1-phenyl-8-aza-bicyclo[3.2.1]octan-2-one). As a reaction SMILES: [C:1]1([S:7]([CH:10]2[CH2:16][C:15]3([C:25]4[CH:30]=[CH:29][CH:28]=[CH:27][CH:26]=4)[N:17]([CH2:18][C:19]4[CH:24]=[CH:23][CH:22]=[CH:21][CH:20]=4)[CH:11]2[CH:12]=[CH:13][C:14]3=[O:31])(=[O:9])=[O:8])[CH:6]=[CH:5][CH:4]=[CH:3][CH:2]=1.C([O-])=O.[NH4+]>[OH-].[Pd+2].[OH-].CO>[C:1]1([S:7]([CH:10]2[CH2:16][C:15]3([C:25]4[CH:26]=[CH:27][CH:28]=[CH:29][CH:30]=4)[N:17]([CH2:18][C:19]4[CH:20]=[CH:21][CH:22]=[CH:23][CH:24]=4)[CH:11]2[CH2:12][CH2:13][C:14]3=[O:31])(=[O:9])=[O:8])[CH:2]=[CH:3][CH:4]=[CH:5][CH:6]=1 |f:1.2,3.4.5|. Procedure: To a 500 ml round bottom flask equipped with nitrogen inlet and condenser was placed 5.87 gm (13.68 mmol) of the 6-Benzenesulfonyl-8-benzyl-1-phenyl-8-aza-bicyclo[3.2.1]oct-3-en-2-one together with 150 ml of methanol, 17.25 gm (273.66 mmol) ammonium formate and 1.95 gm palladium hydroxide. The reaction mixture was heated under reflux for 1.5 hours and then cooled to room temperature. The suspension was filtered through a bed of celite which was then washed with methanol. The combined organics we... The reactants are COc1ccc(N)cc1-c1ccccc1, O=Cc1ccccc1Cl. The product is COc1cc(C(=O)c2ccccc2Cl)c(N)cc1-c1ccccc1. As a reaction SMILES: [CH3:10][O:11][c:12]1[c:13](-[c:19]2[cH:20][cH:21][cH:22][cH:23][cH:24]2)[cH:14][c:15]([NH2:16])[cH:17][cH:18]1.[Cl:1][c:2]1[c:3]([CH:4]=[O:5])[cH:6][cH:7][cH:8][cH:9]1>>[Cl:1][c:2]1[c:3]([C:4](=[O:5])[c:17]2[c:15]([NH2:16])[cH:14][c:13](-[c:19]3[cH:20][cH:21][cH:22][cH:23][cH:24]3)[c:12]([O:11][CH3:10])[cH:18]2)[cH:6][cH:7][cH:8][cH:9]1. Solvent: CCCCC (pentane), C1CCOC1 (THF), C(C)OCC (diethyl ether). Reported procedure: 1.33 ml of a 1.6-molar solution of n-butyllithium (2.13 mmol) in pentane were added dropwise at room temperature under argon for 2 minutes to a stirred solution of 500 mg (2.13 mmol) 3-benzyl-2,2,4,4-tetramethyl-3-pentanol in 4 ml THF. The solution obtained was stirred for 30 minutes, then 275 μl (2.13 mmol) benzaldehyde, 290 mg (2.13 mmol) ZnCl2 and 2 ml HMPA were added. The reaction mixture was heated to 70° C. and stirred for 4 hours at this temperature. Subsequently, it was cooled to room te... Yields the product C1(=CC=CC=C1)C(CC1=CC=CC=C1)O (1,2-diphenyl-1-ethanol). RXN SMILES: [CH2:1]([Li])[CH2:2][CH2:3]C.[CH2:6]([C:13]([OH:22])([C:18]([CH3:21])([CH3:20])C)C(C)(C)C)[C:7]1[CH:12]=[CH:11][CH:10]=[CH:9][CH:8]=1.C(=O)C1C=CC=CC=1.CN(P(N(C)C)(N(C)C)=O)C>CCCCC.C1COCC1.[Cl-].[Cl-].[Zn+2].C(OCC)C>[C:18]1([CH:13]([OH:22])[CH2:6][C:7]2[CH:8]=[CH:9][CH:10]=[CH:11][CH:12]=2)[CH:20]=[CH:3][CH:2]=[CH:1][CH:21]=1 |f:6.7.8|. Starting materials: solution, C(CCC)[Li] (n-butyllithium), C(C1=CC=CC=C1)C(C(C)(C)C)(C(C)(C)C)O (3-benzyl-2,2,4,4-tetramethyl-3-pentanol), C(C1=CC=CC=C1)=O (benzaldehyde), CN(C)P(=O)(N(C)C)N(C)C (HMPA). Conditions: temperature 70 celsius, time 30 minute. Reagents/catalysts: [Cl-].[Cl-].[Zn+2] (ZnCl2). Procedure details: A solution of 0.80 gram (0.0023 mole) of 1-(2,3,5,6-tetrafluoro-4-trifluoromethylphenyl)-5-methylcarbonylaminopyrazole (Step C of Example 1) in 25 mL of methylene chloride was cooled to -5° C. Sulfuryl chloride (9.35 gram, 0.0026 mole) was added dropwise during a two minute period. After the addition was complete, the reaction mixture was allowed to warm to room temperature and was stirred for 1.5 hours. The reaction mixture was diluted with methylene chloride and washed in succession with an aq... The solvent is C(Cl)Cl (methylene chloride), C(Cl)Cl (methylene chloride). RXN SMILES: [F:1][C:2]1[C:7]([F:8])=[C:6]([C:9]([F:12])([F:11])[F:10])[C:5]([F:13])=[C:4]([F:14])[C:3]=1[N:15]1[C:19]([NH:20][C:21]([CH3:23])=[O:22])=[CH:18][CH:17]=[N:16]1.S(Cl)([Cl:27])(=O)=O>C(Cl)Cl>[Cl:27][C:18]1[CH:17]=[N:16][N:15]([C:3]2[C:4]([F:14])=[C:5]([F:13])[C:6]([C:9]([F:12])([F:10])[F:11])=[C:7]([F:8])[C:2]=2[F:1])[C:19]=1[NH:20][C:21]([CH3:23])=[O:22]. Isolated yield 94.9%. Product: ClC=1C=NN(C1NC(=O)C)C1=C(C(=C(C(=C1F)F)C(F)(F)F)F)F (4-chloro-1-(2,3,5,6-tetrafluoro-4-trifluoromethylphenyl)-5-methylcarbonylaminopyrazole). Reaction conditions: time 1.5 hour. Reactants: FC1=C(C(=C(C(=C1F)C(F)(F)F)F)F)N1N=CC=C1NC(=O)C (1-(2,3,5,6-tetrafluoro-4-trifluoromethylphenyl)-5-methylcarbonylaminopyrazole), S(=O)(=O)(Cl)Cl (Sulfuryl chloride). The reactants are COCCOC1=NC=C(C(=O)O)C=C1 (6-(2-methoxyethoxy)nicotinic acid), B (borane). The solvent is C1CCOC1 (THF), C1CCOC1 (THF). Run at temperature 0 celsius, time 4 hour. Product: COCCOC1=CC=C(C=N1)CO ([6-(2-methoxyethoxy)pyridin-3-yl]methanol). The yield is 78.1%. RXN SMILES: [CH3:1][O:2][CH2:3][CH2:4][O:5][C:6]1[CH:14]=[CH:13][C:9]([C:10](O)=[O:11])=[CH:8][N:7]=1.B>C1COCC1>[CH3:1][O:2][CH2:3][CH2:4][O:5][C:6]1[N:7]=[CH:8][C:9]([CH2:10][OH:11])=[CH:13][CH:14]=1. Reported procedure: 6-(2-methoxyethoxy)nicotinic acid (3.94 g 20.0 mmol) was dissolved in anhydrous THF (80 ml) and cooled to 0° C., and stirred under argon while a solution of 1M borane in THF (80 ml) was added over a period of 1 hour. The mixture was allowed to warm to room temperature and left to stir for 4 hours to complete the reaction. The reaction was cooled to 0° C., and quenched by the careful addition of methanol (20 ml total) in small aliquots. The mixture was allowed to stir overnight to complete the qu... Reactants: [N+](=O)([O-])C1=CC=C(C=C1)C=1N=C2SC3=C(N2C1C=O)CCCC3 (5,6,7,8-tetrahydro-2-(4-nitrophenyl)-3-formylimidazo[2,1-b]benzothiazole), C(C1=CN=CC=C1)(=O)NN (nicotinohydrazide), [OH-].[K+] (potassium hydroxide). Solvent: CO (methanol). Product: [N+](=O)([O-])C1=CC=C(C=C1)C=1N=C2SC3=C(N2C1C=NNC(=O)C=1C=NC=CC1)CCCC3 (5,6,7,8-tetrahydro-2-(4-nitrophenyl)-3-(3-pyridylcarbonylaminoiminomethyl)imidazo[2,1- b]benzothiazole). Reaction SMILES: [N+:1]([C:4]1[CH:9]=[CH:8][C:7]([C:10]2[N:11]=[C:12]3[N:16]([C:17]=2[CH:18]=O)[C:15]2[CH2:20][CH2:21][CH2:22][CH2:23][C:14]=2[S:13]3)=[CH:6][CH:5]=1)([O-:3])=[O:2].[C:24]([NH:32][NH2:33])(=[O:31])[C:25]1[CH:30]=[CH:29][CH:28]=[N:27][CH:26]=1.[OH-].[K+]>CO>[N+:1]([C:4]1[CH:5]=[CH:6][C:7]([C:10]2[N:11]=[C:12]3[N:16]([C:17]=2[CH:18]=[N:33][NH:32][C:24]([C:25]2[CH:26]=[N:27][CH:28]=[CH:29][CH:30]=2)=[O:31])[C:15]2[CH2:20][CH2:21][CH2:22][CH2:23][C:14]=2[S:13]3)=[CH:8][CH:9]=1)([O-:3])=[O:2] |f:2.3|. Procedure details: Next, 0.33 g of 5,6,7,8-tetrahydro-2-(4-nitrophenyl)-3-formylimidazo[2,1-b]benzothiazole, 0.15 g of nicotinohydrazide, and 0.1 g of potassium hydroxide were heated and stirred in 20 ml of methanol at 90° C. for 1.5 hours. After cooling, the solvent was distilled off under reduced pressure and the residue was extracted with chloroform. The extract was washed with water and dried, then the solvent was distilled off and the residue was crystallized from methanol to obtain the desired substance in a...